Dataset: the Open Reaction Database (ORD), a public repository of structured organic reaction records. Task: describe an organic reaction: reactants, conditions, products, and yield Reactants: CNC (dimethylamine), C(C)(=O)O (acetic acid), CC1(OC2=C(N3C1=CC=C3)C=CC=C2)C (4,4-dimethyl-4H-pyrrolo[2,1-c][1,4]benzoxazine), C=O (formalin). The solvent is C(C)O (ethanol). Conditions: time 18 hour. Product: CN(C)CC1=CC=C2C(OC3=C(N21)C=CC=C3)(C)C (1-[(Dimethylamino)methyl]-4,4-dimethyl-4H-pyrrolo[2,1-c][1,4]benzoxazine). As a reaction SMILES: [CH3:1][NH:2][CH3:3].[C:4](O)(=O)C.C=O.[CH3:10][C:11]1([CH3:24])[C:16]2=[CH:17][CH:18]=[CH:19][N:15]2[C:14]2[CH:20]=[CH:21][CH:22]=[CH:23][C:13]=2[O:12]1>C(O)C>[CH3:1][N:2]([CH2:4][C:19]1[N:15]2[C:16]([C:11]([CH3:24])([CH3:10])[O:12][C:13]3[CH:23]=[CH:22][CH:21]=[CH:20][C:14]=32)=[CH:17][CH:18]=1)[CH3:3]. Reported procedure: A mixture of 18 ml of 40% aqueous dimethylamine solution and 19.8 ml of acetic acid is treated with 9 ml of 37% formalin at 10° - 15° C. The resulting solution is added at once to 10 g of 4,4-dimethyl-4H-pyrrolo[2,1-c][1,4]benzoxazine (10. g, described in Example 78) in 30 ml of ethanol. The reaction mixture is stirred at ambient temperature for 18 hr. Ethanol is removed under reduced pressure, and the remaining oily suspension is extracted with chloroform. The combined extracts are dried (Na2SO...